This data is from the Open Reaction Database (ORD), a public repository of structured organic reaction records. The task is: describe an organic reaction: reactants, conditions, products, and yield Reactants: CCC(=O)Cl, CCCCCC, [Li]CCCC, O=C1NCCO1. Product: CCC(=O)N1CCOC1=O. As a reaction SMILES: [C:12]([CH2:13][CH3:14])(=[O:15])[Cl:16].[CH3:17][CH2:18][CH2:19][CH2:20][CH2:21][CH3:22].[Li:7][CH2:8][CH2:9][CH2:10][CH3:11].[O:1]1[C:2](=[O:6])[NH:3][CH2:4][CH2:5]1>>[O:1]1[C:2](=[O:6])[N:3]([C:12]([CH2:13][CH3:14])=[O:15])[CH2:4][CH2:5]1. Starting materials: [OH-].[Na+] (sodium hydroxide), [S] (sulfur), NN (hydrazine), BrC=1C=C(C=O)C=CC1 (3-bromobenzaldehyde). Run at temperature 85 celsius. The product is BrC=1C=C(\C=N\N=C\C2=CC(=CC=C2)Br)C=CC1 ((1E,2E)-1,2-bis(3-bromobenzylidene)hydrazine). Yield: 80.6%. RXN SMILES: [OH-].[Na+].[S].[NH2:4][NH2:5].[Br:6][C:7]1[CH:8]=[C:9]([CH:12]=[CH:13][CH:14]=1)[CH:10]=O>>[Br:6][C:7]1[CH:8]=[C:9]([CH:12]=[CH:13][CH:14]=1)/[CH:10]=[N:4]/[N:5]=[CH:10]/[C:9]1[CH:12]=[CH:13][CH:14]=[C:7]([Br:6])[CH:8]=1 |f:0.1,^3:2|. Reported procedure: To a 250 mL 3-neck round-bottom flask equipped with condenser was added sodium hydroxide (6.2 g, 156 mmol), sulfur (5.0 g, 156 mmol), and hydrazine (5.0 g, 156 mmol). The mixture was stirred at reflux 85° C. for 2 hours. The solution was cooled to room temperature and treated dropwise via syringe with 3-bromobenzaldehyde (18 mL, 156 mmol). The precipitate was recovered by filtration, washed with water and dried in an oven to provide (1E,2E)-1,2-bis(3-bromobenzylidene)hydrazine (23 g, 40%). LCMS ... The reactants are COC=1NC=CC(N1)=O (2-Methoxypyrimidin-4(1H)-one), C1CC(=O)N(C1=O)I (n-iodosuccinimide). Solvent: CN(C)C=O (DMF), O (water). Conditions: temperature 70 celsius, time 2.5 hour. Yields the product IC=1C(N=C(NC1)OC)=O (5-iodo-2-methoxypyrimidin-4(1H)-one). Reaction SMILES: [CH3:1][O:2][C:3]1[NH:4][CH:5]=[CH:6][C:7](=[O:9])[N:8]=1.C1C(=O)N([I:17])C(=O)C1>CN(C=O)C.O>[I:17][C:6]1[C:7](=[O:9])[N:8]=[C:3]([O:2][CH3:1])[NH:4][CH:5]=1. Reported procedure: 2-Methoxypyrimidin-4(1H)-one (1.00 g, 7.93 mmol) and n-iodosuccinimide (3.57 g, 15.86 mmol) were mixed in DMF (8 mL) under a nitrogen atmosphere. The reaction mixture was stirred at 70° C. for 2.5 h. The reaction mixture was cooled to room temperature, diluted with water, and extracted with EtOAc (3×). The combined organic layers were washed with sat. sodium chloride, dried over magnesium sulfate, filtered, and concentrated. The resulting solid was suspended in DCM, filtered, and washed with DCM... The reactants are CCC(Oc1cc2c(C)c(-c3ccccc3)sc2c(Cl)c1Cl)C(=O)[O-], CCO, [Na+], [OH-]. Product: Cc1c(-c2ccccc2)sc2c(Cl)c(Cl)c(OCC(=O)O)cc12. Reaction SMILES: [CH2:1]([CH3:2])[CH:3]([C:4](=[O:5])[O-:6])[O:7][c:8]1[cH:9][c:10]2[c:11]([s:12][c:13](-[c:16]3[cH:17][cH:18][cH:19][cH:20][cH:21]3)[c:14]2[CH3:15])[c:22]([Cl:25])[c:23]1[Cl:24].[CH3:26][CH2:27][OH:28].[Na+:30].[OH-:29]>>[CH2:3]([C:4](=[O:5])[OH:6])[O:7][c:8]1[cH:9][c:10]2[c:11]([s:12][c:13](-[c:16]3[cH:17][cH:18][cH:19][cH:20][cH:21]3)[c:14]2[CH3:15])[c:22]([Cl:25])[c:23]1[Cl:24]. The reactants are [Br-], C[Mg+], O=C1CCN(S(=O)(=O)NC2CCC(c3cc(F)ccc3F)(S(=O)(=O)c3ccc(Cl)cc3)CC2)C1, C1CCOC1. As a reaction SMILES: [Br-:35].[CH3:36][Mg+:37].[Cl:1][c:2]1[cH:3][cH:4][c:5]([S:8](=[O:9])(=[O:10])[C:11]2([c:27]3[c:28]([F:34])[cH:29][cH:30][c:31]([F:33])[cH:32]3)[CH2:12][CH2:13][CH:14]([NH:17][S:18](=[O:19])(=[O:20])[N:21]3[CH2:22][C:23](=[O:26])[CH2:24][CH2:25]3)[CH2:15][CH2:16]2)[cH:6][cH:7]1.[O:38]1[CH2:39][CH2:40][CH2:41][CH2:42]1>>[Cl:1][c:2]1[cH:3][cH:4][c:5]([S:8](=[O:9])(=[O:10])[C:11]2([c:27]3[c:28]([F:34])[cH:29][cH:30][c:31]([F:33])[cH:32]3)[CH2:12][CH2:13][CH:14]([NH:17][S:18](=[O:19])(=[O:20])[N:21]3[CH2:22][C:23]([OH:26])([CH3:36])[CH2:24][CH2:25]3)[CH2:15][CH2:16]2)[cH:6][cH:7]1. Yields the product CC1(O)CCN(S(=O)(=O)NC2CCC(c3cc(F)ccc3F)(S(=O)(=O)c3ccc(Cl)cc3)CC2)C1. Reactants: CC(C)O, [K+], CCOC(=O)N1CCC(CCCOc2ccc(C3=NCCCO3)cc2)CC1, [OH-]. The product is c1cc(C2=NCCCO2)ccc1OCCCC1CCNCC1. RXN SMILES: [CH3:30][CH:31]([OH:32])[CH3:33].[K+:29].[O:1]1[C:2]([c:7]2[cH:8][cH:9][c:10]([O:11][CH2:12][CH2:13][CH2:14][CH:15]3[CH2:16][CH2:17][N:18]([C:21]([O:22][CH2:23][CH3:24])=[O:25])[CH2:19][CH2:20]3)[cH:26][cH:27]2)=[N:3][CH2:4][CH2:5][CH2:6]1.[OH-:28]>>[O:1]1[C:2]([c:7]2[cH:8][cH:9][c:10]([O:11][CH2:12][CH2:13][CH2:14][CH:15]3[CH2:16][CH2:17][NH:18][CH2:19][CH2:20]3)[cH:26][cH:27]2)=[N:3][CH2:4][CH2:5][CH2:6]1. The reactants are C1=CC=CC=2OC3=CC=CC=C3NC12 (phenoxazine), CC1(CCC(N1)=O)C (5,5-dimethyl-2-pyrrolidinone), P(=O)(Cl)(Cl)Cl (phosphorus oxychloride). Product: CC1(CCC(=N1)N1C2=CC=CC=C2OC=2C=CC=CC12)C (10-(5,5-DIMETHYL-1-PYRROLIN-2-YL)PHENOXAZINE). Reaction SMILES: [CH:1]1[C:14]2[NH:13][C:12]3[C:7](=[CH:8][CH:9]=[CH:10][CH:11]=3)[O:6][C:5]=2[CH:4]=[CH:3][CH:2]=1.[CH3:15][C:16]1([CH3:22])[NH:20][C:19](=O)[CH2:18][CH2:17]1.P(Cl)(Cl)(Cl)=O>>[CH3:15][C:16]1([CH3:22])[N:20]=[C:19]([N:13]2[C:14]3[CH:1]=[CH:2][CH:3]=[CH:4][C:5]=3[O:6][C:7]3[C:12]2=[CH:11][CH:10]=[CH:9][CH:8]=3)[CH2:18][CH2:17]1. Procedure: Reaction of phenoxazine, 5,5-dimethyl-2-pyrrolidinone and phosphorus oxychloride according to the procedure of Example 1 provides the free base 10-(5,5-DIMETHYL-1-PYRROLIN-2-YL)PHENOXAZINE, m.p. 148°-150° C. Conversion of the free base to the hydrochloride salt affords 10-(5,5-DIMETHYL-1-PYRROLIN-2-YL)PHENOXAZINE HYDROCHLORIDE, m.p. 239°-242.5° C. (corr.), in a 48% overall yield. Reactants: CC1=NC=C2N1C=3C=CC(=CC3C(=NC2)C=4C=CC=CC4F)Cl (Midazolam), C(C)O (Ethanol), ethanolic solution, Cl (Hydrochloric acid). Solvent: C(C)(C)O (Isopropanol). Conditions: temperature 30 celsius, time 8 hour. The product is Cl.Cl.ClC=1C=CC2=C(C(=NCC=3N2C(=NC3)C)C3=C(C=CC=C3)F)C1 (8-Chloro-6-(2-fluorophenyl)-1-methyl-4H-imidazo[1,5-a][1,4]benzodiazepine dihydrochloride). Reaction SMILES: [CH3:1][C:2]1[N:6]2[C:7]3[CH:8]=[CH:9][C:10]([Cl:23])=[CH:11][C:12]=3[C:13]([C:16]3[CH:17]=[CH:18][CH:19]=[CH:20][C:21]=3[F:22])=[N:14][CH2:15][C:5]2=[CH:4][N:3]=1.C(O)C.[ClH:27]>C(O)(C)C>[ClH:23].[ClH:27].[Cl:23][C:10]1[CH:9]=[CH:8][C:7]2[N:6]3[C:2]([CH3:1])=[N:3][CH:4]=[C:5]3[CH2:15][N:14]=[C:13]([C:16]3[CH:17]=[CH:18][CH:19]=[CH:20][C:21]=3[F:22])[C:12]=2[CH:11]=1 |f:4.5.6|. Procedure details: A 4-neck RBF was charged under nitrogen flow with: 1 g of Midazolam (IV) (prepared according to example 2) and 15 mL of Ethanol. The slurry was stirred until complete dissolution at 25/30° C. 5 mL of a ethanolic solution of Hydrochloric acid 2N were slowly added. 20 mL of Isopropanol were added over 30 minutes at RT. The slurry was cooled down at −15° C. in one hour and kept at that temperature for at least 2 hours. The slurry was then filtered and the cake was washed with 10 mL of cool isopropa... Starting materials: ClC1=NC(=C(C(N1)=O)F)CC (2-Chloro-6-ethyl-5-fluoropyrimidin-4(3H)-one), C(C)(=O)[O-].[Na+] (sodium acetate). The reagents and catalysts are [Pd] (palladium-on-carbon). The solvent is C(C)O (ethanol). Run at time 8 hour. Product: C(C)C1=C(C(NC=N1)=O)F (6-Ethyl-5-fluoropyrimidin-4(3H)-one). RXN SMILES: Cl[C:2]1[NH:7][C:6](=[O:8])[C:5]([F:9])=[C:4]([CH2:10][CH3:11])[N:3]=1.C([O-])(=O)C.[Na+]>C(O)C.[Pd]>[CH2:10]([C:4]1[N:3]=[CH:2][NH:7][C:6](=[O:8])[C:5]=1[F:9])[CH3:11] |f:1.2|. Procedure details: To the product of part (iv) (6 g) in ethanol (60 ml) was added sodium acetate (5.5 g) and 5% palladium-on-carbon (0.6 g). The mixture was hydrogenated at 3 atmospheres pressure for 8 hours. The catalyst was removed by filtration and the filtrate was concentrated to a volume of 10 ml then mixed with water (2 ml) and dichloromethane (80 ml). Toluene (32 ml) was added and the solution was concentrated to a volume of 5-6 ml and then mixed with further toluene (8 ml). The crystals of the title compou... Starting materials: C(N)(=O)C=1C(=NN(C1)C1(CCN(CC1)C(=O)OC(C)(C)C)CC#N)NC1=CC=CC=C1 (tert-butyl 4-[4-carbamoyl-3-(phenylamino)-1H-pyrazol-1-yl]-4-(cyanomethyl)piperidine-1-carboxylate), C(=O)(C(F)(F)F)O (TFA). Run in C(Cl)Cl (DCM). Yields the product FC(C(=O)[O-])(F)F.C(N)(=O)C=1C(=NN(C1)C1(CC[NH2+]CC1)CC#N)NC1=CC=CC=C1 (4-[4-Carbamoyl-3-(phenylamino)-1H-pyrazol-1-yl]-4-(cyanomethyl)piperidinium trifluoroacetate). As a reaction SMILES: [C:1]([C:4]1[C:5]([NH:25][C:26]2[CH:31]=[CH:30][CH:29]=[CH:28][CH:27]=2)=[N:6][N:7]([C:9]2([CH2:22][C:23]#[N:24])[CH2:14][CH2:13][N:12](C(OC(C)(C)C)=O)[CH2:11][CH2:10]2)[CH:8]=1)(=[O:3])[NH2:2].[C:32]([OH:38])([C:34]([F:37])([F:36])[F:35])=[O:33]>C(Cl)Cl>[F:35][C:34]([F:37])([F:36])[C:32]([O-:38])=[O:33].[C:1]([C:4]1[C:5]([NH:25][C:26]2[CH:31]=[CH:30][CH:29]=[CH:28][CH:27]=2)=[N:6][N:7]([C:9]2([CH2:22][C:23]#[N:24])[CH2:14][CH2:13][NH2+:12][CH2:11][CH2:10]2)[CH:8]=1)(=[O:3])[NH2:2] |f:3.4|. Procedure: To a suspension of tert-butyl 4-[4-carbamoyl-3-(phenylamino)-1H-pyrazol-1-yl]-4-(cyanomethyl)piperidine-1-carboxylate (2.0 g, 4.7 mmol) in DCM (20 mL) was added TFA (5.0 mL) dropwise. The resultant clear solution was maintained at ambient temperature for 1.5 hours. The mixture was then concentrated in vacuo, and the residue was dissolved in a mixture of MeCN/water (35 mL:15 mL) and lyophilized to afford the title compound, Example #38-1.